describe an organic reaction: reactants, conditions, products, and yield From a dataset of the Open Reaction Database (ORD), a public repository of structured organic reaction records. Starting materials: O=Cc1cc2[nH]cnc2c(F)c1Nc1ccc(Br)cc1Cl, C1CCOC1, CC(C)O[Si](C)(C)CCl. Product: CC(C)O[Si](C)(C)CC(O)c1cc2[nH]cnc2c(F)c1Nc1ccc(Br)cc1Cl. RXN SMILES: [Br:10][c:11]1[cH:12][c:13]([Cl:30])[c:14]([NH:17][c:18]2[c:19]([CH:28]=[O:29])[cH:20][c:21]3[c:22]([n:23][cH:24][nH:25]3)[c:26]2[F:27])[cH:15][cH:16]1.[CH2:31]1[O:32][CH2:33][CH2:34][CH2:35]1.[Cl:1][CH2:2][Si:3]([O:4][CH:5]([CH3:6])[CH3:7])([CH3:8])[CH3:9]>>[CH2:2]([Si:3]([O:4][CH:5]([CH3:6])[CH3:7])([CH3:8])[CH3:9])[CH:28]([c:19]1[c:18]([NH:17][c:14]2[c:13]([Cl:30])[cH:12][c:11]([Br:10])[cH:16][cH:15]2)[c:26]([F:27])[c:22]2[c:21]([cH:20]1)[nH:25][cH:24][n:23]2)[OH:29]. Reported procedure: Prepared analogously to example 83d by hydrogenation of methyl-4-amino-5-nitropicolinate using palladium/charcoal 10% in THF. Reagents/catalysts: [Pd] (palladium/charcoal). Yields the product NC1=CC(=NC=C1N)C(=O)OC (Methyl 4,5-diamino-picolinate). As a reaction SMILES: [CH3:1][O:2][C:3](=[O:14])[C:4]1[CH:9]=[C:8]([NH2:10])[C:7]([N+:11]([O-])=O)=[CH:6][N:5]=1>C1COCC1.[Pd]>[NH2:10][C:8]1[C:7]([NH2:11])=[CH:6][N:5]=[C:4]([C:3]([O:2][CH3:1])=[O:14])[CH:9]=1. Starting materials: COC(C1=NC=C(C(=C1)N)[N+](=O)[O-])=O (methyl-4-amino-5-nitropicolinate). Run in C1CCOC1 (THF). The reactants are ClC1=C(C=C(C=C1)C=1C(=NC=C(C(=O)O)C1)OCC(F)(F)F)F (5-(4-chloro-3-fluorophenyl)-6-(2,2,2-trifluoroethoxy)nicotinic acid), COC1=NOC(=C1)CN (3-methoxy-5-isoxazolemethanamine). Yields the product ClC1=C(C=C(C=C1)C=1C(=NC=C(C(=O)NCC2=CC(=NO2)OC)C1)OCC(F)(F)F)F (5-(4-chloro-3-fluorophenyl)-N-((3-methoxyisoxazol-5-yl)methyl)-6-(2,2,2-trifluoroethoxy)nicotinamide). Reaction SMILES: [Cl:1][C:2]1[CH:7]=[CH:6][C:5]([C:8]2[C:9]([O:17][CH2:18][C:19]([F:22])([F:21])[F:20])=[N:10][CH:11]=[C:12]([CH:16]=2)[C:13]([OH:15])=O)=[CH:4][C:3]=1[F:23].[CH3:24][O:25][C:26]1[CH:30]=[C:29]([CH2:31][NH2:32])[O:28][N:27]=1>>[Cl:1][C:2]1[CH:7]=[CH:6][C:5]([C:8]2[C:9]([O:17][CH2:18][C:19]([F:21])([F:20])[F:22])=[N:10][CH:11]=[C:12]([CH:16]=2)[C:13]([NH:32][CH2:31][C:29]2[O:28][N:27]=[C:26]([O:25][CH3:24])[CH:30]=2)=[O:15])=[CH:4][C:3]=1[F:23]. Reported procedure: The title compound was synthesized in analogy to Example 1 using 5-(4-chloro-3-fluorophenyl)-6-(2,2,2-trifluoroethoxy)nicotinic acid (example BR) and 3-methoxy-5-isoxazolemethanamine (CAN 2763-94-2) as starting materials; LC-MS (UV peak area/ESI) 100%, 458.0537 (M−H)−. Reactants: C(N)(=O)C=1N=C(OC1C1=CC=C(C=C1)N1CCN(CC1)C(=O)OC(C)(C)C)C1=CC=C2C=CNC2=C1 (tert-butyl 4-(4-(4-carbamoyl-2-(1H-indol-6-yl)oxazol-5-yl)phenyl)piperazine-1-carboxylate), CC=1C=CC(=CC1)S(=O)(=O)O (TsOH). Run in CO (MeOH). Conditions: time 2 hour. Yields the product N1C=CC2=CC=C(C=C12)C=1OC(=C(N1)C(=O)N)C1=CC=C(C=C1)N1CCNCC1 (2-(1H-indol-6-yl)-5-(4-(piperazin-1-yl)phenyl)oxazole-4-carboxamide). Yield: 50.0%. RXN SMILES: [C:1]([C:4]1[N:5]=[C:6]([C:28]2[CH:36]=[C:35]3[C:31]([CH:32]=[CH:33][NH:34]3)=[CH:30][CH:29]=2)[O:7][C:8]=1[C:9]1[CH:14]=[CH:13][C:12]([N:15]2[CH2:20][CH2:19][N:18](C(OC(C)(C)C)=O)[CH2:17][CH2:16]2)=[CH:11][CH:10]=1)(=[O:3])[NH2:2].CC1C=CC(S(O)(=O)=O)=CC=1>CO>[NH:34]1[C:35]2[C:31](=[CH:30][CH:29]=[C:28]([C:6]3[O:7][C:8]([C:9]4[CH:10]=[CH:11][C:12]([N:15]5[CH2:20][CH2:19][NH:18][CH2:17][CH2:16]5)=[CH:13][CH:14]=4)=[C:4]([C:1]([NH2:2])=[O:3])[N:5]=3)[CH:36]=2)[CH:32]=[CH:33]1. Procedure: A solution of tert-butyl 4-(4-(4-carbamoyl-2-(1H-indol-6-yl)oxazol-5-yl)phenyl)piperazine-1-carboxylate (0.018 g, 0.04 mmol) in MeOH was loaded onto a MP-TsOH cartridge (500 mg). The cartridge was washed with MeOH and allowed to stand for 2 hours. The cartridge was then washed with 2M ammonia in MeOH and the solvent removed in vacuo. The residue was purified by preparative HPLC to afford 2-(1H-indol-6-yl)-5-(4-(piperazin-1-yl)phenyl)oxazole-4-carboxamide (0.006 g, 0.02 mmol, 50%). 1H NMR (DMSO) ... The reactants are C1(CC1)CC1=C(OCCCOC2=C(C3=C(CCC(O3)C(=O)OC)C=C2)CCC)C=CC(=C1OC)C(=O)NC (Methyl 7-[3-[2-(Cyclopropylmethyl)-3-methoxy-4-[(methylamino)carbonyl]phenoxy]propoxy]-3,4-dihydro-8-propyl-2H-1-benzopyran-2-carboxylate), CO (methanol), O (water), C(C)(=O)OCC (ethyl acetate), CO (methanol). Reagents/catalysts: [OH-].[Li+] (lithium hydroxide). Run in C(C)(=O)O (acetic acid). Reaction conditions: time 8 hour. The product is C1(CC1)CC1=C(OCCCOC2=C(C3=C(CCC(O3)C(=O)O)C=C2)CCC)C=CC(=C1OC)C(=O)NC (7-[3-[2-(Cyclopropylmethyl)-3-methoxy-4-[(methylamino)carbonyl]phenoxy]propoxy]-3,4-dihydro-8-propyl-2H-1-benzopyran-2-carboxylic acid). As a reaction SMILES: [CH:1]1([CH2:4][C:5]2[C:32]([O:33][CH3:34])=[C:31]([C:35]([NH:37][CH3:38])=[O:36])[CH:30]=[CH:29][C:6]=2[O:7][CH2:8][CH2:9][CH2:10][O:11][C:12]2[CH:25]=[CH:24][C:15]3[CH2:16][CH2:17][CH:18]([C:20]([O:22]C)=[O:21])[O:19][C:14]=3[C:13]=2[CH2:26][CH2:27][CH3:28])[CH2:3][CH2:2]1.CO.O.C(OCC)(=O)C>[OH-].[Li+].C(O)(=O)C>[CH:1]1([CH2:4][C:5]2[C:32]([O:33][CH3:34])=[C:31]([C:35]([NH:37][CH3:38])=[O:36])[CH:30]=[CH:29][C:6]=2[O:7][CH2:8][CH2:9][CH2:10][O:11][C:12]2[CH:25]=[CH:24][C:15]3[CH2:16][CH2:17][CH:18]([C:20]([OH:22])=[O:21])[O:19][C:14]=3[C:13]=2[CH2:26][CH2:27][CH3:28])[CH2:3][CH2:2]1 |f:4.5|. Procedure details: The compound of Example 18 (20 mg, 0.038 mmol) was added to 2 drops of 1M lithium hydroxide, about 2 ml of methanol and 1.0 ml of water. The reaction mixture was stirred overnight at room temperature then washed with water, extracted with ethyl acetate, dried over magnesium sulfate and concentrated to yield the crude product. Chromatography of the crude product on silica gel with 90% ethyl acetate, 10% methanol and a trace amount of acetic acid as eluant gave the product. The reactants are CCCCCCCCNC(=O)N(C)c1cccc(-c2ccc(CCC(=O)OCC)cc2)c1, CCO, [Na+], [OH-]. The product is CCCCCCCCNC(=O)N(C)c1cccc(-c2ccc(CCC(=O)O)cc2)c1. Reaction SMILES: [CH2:3]([CH2:4][CH2:5][CH2:6][CH2:7][CH2:8][CH2:9][CH3:10])[NH:11][C:12]([N:13]([CH3:14])[c:15]1[cH:16][c:17](-[c:21]2[cH:22][cH:23][c:24]([CH2:27][CH2:28][C:29](=[O:30])[O:31][CH2:32][CH3:33])[cH:25][cH:26]2)[cH:18][cH:19][cH:20]1)=[O:34].[CH3:35][CH2:36][OH:37].[Na+:2].[OH-:1]>>[CH2:3]([CH2:4][CH2:5][CH2:6][CH2:7][CH2:8][CH2:9][CH3:10])[NH:11][C:12]([N:13]([CH3:14])[c:15]1[cH:16][c:17](-[c:21]2[cH:22][cH:23][c:24]([CH2:27][CH2:28][C:29](=[O:30])[OH:31])[cH:25][cH:26]2)[cH:18][cH:19][cH:20]1)=[O:34]. Starting materials: ClC(C(=O)C1=CC=C(C(=O)C2=CC=C(C=C2)C(C(C)(Cl)C)=O)C=C1)(C)C (4,4'-bis-(2-chloro-2-methyl-propanoyl)-benzophenone), N1CCOCC1 (morpholine). Yields the product O1CCN(CC1)C(C(=O)C1=CC=C(C(=O)C2=CC=C(C=C2)C(C(C)(N2CCOCC2)C)=O)C=C1)(C)C (4,4'-bis-(2-Morpholino-2-methyl-propanoyl)-benzophenone). RXN SMILES: Cl[C:2]([CH3:26])([CH3:25])[C:3]([C:5]1[CH:24]=[CH:23][C:8]([C:9]([C:11]2[CH:16]=[CH:15][C:14]([C:17](=[O:22])[C:18]([CH3:21])(Cl)[CH3:19])=[CH:13][CH:12]=2)=[O:10])=[CH:7][CH:6]=1)=[O:4].[NH:27]1[CH2:32][CH2:31][O:30][CH2:29][CH2:28]1>>[O:30]1[CH2:31][CH2:32][N:27]([C:2]([CH3:26])([CH3:25])[C:3]([C:5]2[CH:24]=[CH:23][C:8]([C:9]([C:11]3[CH:16]=[CH:15][C:14]([C:17](=[O:22])[C:18]([CH3:21])([N:27]4[CH2:32][CH2:31][O:30][CH2:29][CH2:28]4)[CH3:19])=[CH:13][CH:12]=3)=[O:10])=[CH:7][CH:6]=2)=[O:4])[CH2:28][CH2:29]1. Procedure: 78 g of 4,4'-bis-(2-chloro-2-methyl-propanoyl)-benzophenone is boiled with 250 ml of morpholine for 15 hours. The excess morpholine is then distilled off under reduced pressure and the residue is crystallized from ethanol. 4,4'-bis-(2-Morpholino-2-methyl-propanoyl)-benzophenone is obtained; m.p. 145°-147°. Reaction conditions: time 10 hour. The product is C(C)OC(=O)C=1N(C2=CC=C(C(=C2C1)N)C1=CC=C(C=C1)OC(C)C)C1=CC=C(C=C1)OC(C)C (4-Amino-1,5-bis(4-isopropoxyphenyl)indole-2-carboxylic acid ethyl ester). Isolated yield 85.9%. The reagents and catalysts are [Pd] (Pd/C). As a reaction SMILES: [CH2:1]([O:3][C:4]([C:6]1[N:7]([C:28]2[CH:33]=[CH:32][C:31]([O:34][CH:35]([CH3:37])[CH3:36])=[CH:30][CH:29]=2)[C:8]2[C:13]([CH:14]=1)=[C:12]([N+:15]([O-])=O)[C:11]([C:18]1[CH:23]=[CH:22][C:21]([O:24][CH:25]([CH3:27])[CH3:26])=[CH:20][CH:19]=1)=[CH:10][CH:9]=2)=[O:5])[CH3:2]>CCOC(C)=O.[Pd]>[CH2:1]([O:3][C:4]([C:6]1[N:7]([C:28]2[CH:33]=[CH:32][C:31]([O:34][CH:35]([CH3:36])[CH3:37])=[CH:30][CH:29]=2)[C:8]2[C:13]([CH:14]=1)=[C:12]([NH2:15])[C:11]([C:18]1[CH:19]=[CH:20][C:21]([O:24][CH:25]([CH3:27])[CH3:26])=[CH:22][CH:23]=1)=[CH:10][CH:9]=2)=[O:5])[CH3:2]. The reactants are C(C)OC(=O)C=1N(C2=CC=C(C(=C2C1)[N+](=O)[O-])C1=CC=C(C=C1)OC(C)C)C1=CC=C(C=C1)OC(C)C (1,5-bis(4-isopropoxyphenyl)-4-nitroindole-2-carboxylic acid ethyl ester). Solvent: CCOC(=O)C (EtOAc). Procedure: A stirred mixture of 1,5-bis(4-isopropoxyphenyl)-4-nitroindole-2-carboxylic acid ethyl ester (335 mg, 0.67 mmol; see Example 4(b)) and Pd/C (10%, 120 mg) in EtOAc was hydrogenated at ambient pressure and temperature for 10 h and filtered through Celite®. The filter cake was washed with EtOAc and the combined filtrates were concentrated and purified by chromatography to yield the sub-title compound (272 mg, 86%).